From a dataset of the Open Reaction Database (ORD), a public repository of structured organic reaction records. describe an organic reaction: reactants, conditions, products, and yield The reactants are TEA, Br (HBr), NC=1SC(=CN1)CCN1C(C2=CC=CC=C2C1=O)=O (2-[2-(2-amino-thiazol-5-yl)-ethyl]-isoindole-1,3-dione), NC=1SC(=CN1)CCN1C(C2=CC=CC=C2C1=O)=O (2-[2-(2-amino-thiazol-5-yl)-ethyl]-isoindole-1,3-dione), ClC(=O)OC1=CC=CC=C1 (phenyl chloroformate). Run in ClCCl (dichloromethane), CCOC(=O)C (EtOAc). Reaction conditions: time 2 hour. The product is C1(=CC=CC=C1)OC(NC=1SC(=CN1)CCN1C(C2=CC=CC=C2C1=O)=O)=O ({5-[2-(1,3-dioxo-1,3-dihydro-isoindol-2-yl)-ethyl]-thiazol-2-yl}-carbamic acid phenyl ester). Reaction SMILES: Br.[NH2:2][C:3]1[S:4][C:5]([CH2:8][CH2:9][N:10]2[C:18](=[O:19])[C:17]3[C:12](=[CH:13][CH:14]=[CH:15][CH:16]=3)[C:11]2=[O:20])=[CH:6][N:7]=1.Cl[C:22]([O:24][C:25]1[CH:30]=[CH:29][CH:28]=[CH:27][CH:26]=1)=[O:23]>ClCCl.CCOC(C)=O>[C:25]1([O:24][C:22](=[O:23])[NH:2][C:3]2[S:4][C:5]([CH2:8][CH2:9][N:10]3[C:18](=[O:19])[C:17]4[C:12](=[CH:13][CH:14]=[CH:15][CH:16]=4)[C:11]3=[O:20])=[CH:6][N:7]=2)[CH:30]=[CH:29][CH:28]=[CH:27][CH:26]=1. Procedure: To a suspension of a HBr salt of 2-[2-(2-amino-thiazol-5-yl)-ethyl]-isoindole-1,3-dione (compound 58.1; 1.42 mmol) in dichloromethane was added TEA (4.30 mmol) followed by the addition of phenyl chloroformate (1.43 mmol) at room temperature. After 2 hours, the reaction was concentrated to dryness to give a solid that was suspended in EtOAc, filtered, washed with additional EtOAc and dried under vacuum to provide {5-[2-(1,3-dioxo-1,3-dihydro-isoindol-2-yl)-ethyl]-thiazol-2-yl}-carbamic acid pheny... The reactants are C(C)OC(CC1=NNC(C2=CC=CC=C12)=O)=O (ethyl-4-oxo-3-H-phthalazin-1-ylacetate), C=O (formaldehyde). Solvent: C(C)O (ethanol). The product is C(C)OC(CC1=NN(C(C2=CC=CC=C12)=O)CO)=O (Ethyl-3-hydroxymethyl-4-oxo-3-H-phthalazin-1-ylacetate). RXN SMILES: [CH2:1]([O:3][C:4](=[O:17])[CH2:5][C:6]1[C:15]2[C:10](=[CH:11][CH:12]=[CH:13][CH:14]=2)[C:9](=[O:16])[NH:8][N:7]=1)[CH3:2].[CH2:18]=[O:19]>C(O)C>[CH2:1]([O:3][C:4](=[O:17])[CH2:5][C:6]1[C:15]2[C:10](=[CH:11][CH:12]=[CH:13][CH:14]=2)[C:9](=[O:16])[N:8]([CH2:18][OH:19])[N:7]=1)[CH3:2]. Procedure: A mixture of ethyl-4-oxo-3-H-phthalazin-1-ylacetate (23.42 g), ethanol (200 ml) and aqueous formaldehyde (37% concentration, 100 ml) was refluxed for 40 hours. This solution was concentrated to 100 ml and was then poured onto ice water (750 ml). The precipitated solid was collected and air-dried (yield: 17.1 g; m.p. 113°-114° C.). Reactants: O(C1=CC=CC=C1)C1=CC=C(C=C1)CC(=O)OC (methyl [p-(phenoxy)phenyl]acetate), BrN1C(CCC1=O)=O (N-bromosuccinimide), Br (HBr). The reagents and catalysts are C(Cl)(Cl)(Cl)Cl (carbon tetrachloride). Run in C(Cl)(Cl)(Cl)Cl (carbon tetrachloride). The product is BrC(C(=O)OC)C1=CC=C(C=C1)OC1=CC=CC=C1 (Methyl Bromo[p-(phenoxy)phenyl]acetate). As a reaction SMILES: [O:1]([C:8]1[CH:13]=[CH:12][C:11]([CH2:14][C:15]([O:17][CH3:18])=[O:16])=[CH:10][CH:9]=1)[C:2]1[CH:7]=[CH:6][CH:5]=[CH:4][CH:3]=1.[Br:19]N1C(=O)CCC1=O.Br>C(Cl)(Cl)(Cl)Cl>[Br:19][CH:14]([C:11]1[CH:10]=[CH:9][C:8]([O:1][C:2]2[CH:3]=[CH:4][CH:5]=[CH:6][CH:7]=2)=[CH:13][CH:12]=1)[C:15]([O:17][CH3:18])=[O:16]. Procedure: A mixture of 22.68 g of methyl [p-(phenoxy)phenyl]acetate, 17.195 g of N-bromosuccinimide and 20 drops of carbon tetrachloride saturated with HBr in 300 ml of carbon tetrachloride is heated at reflux for 28 hours. After cooling, the mixture is filtered through aluminum oxide, concentrated and distilled at 0.15 mm to give the product as a colorless oil (bp 162.5°-165° C). The reactants are [BH4-].[Na+] (sodium borohydride), ice, [BH4-].[Na+] (sodium borohydride), C(C)(C)[Si](OC1=CC=C(C=C1)C(C(C)N1CCC(CC1)(O)C1=CC(=CC(=C1)Br)Br)=O)(C(C)C)C(C)C (1-(4-triisopropylsilyloxyphenyl)-2-(4-(3,5-dibromophenyl)-4-hydroxypiperidin-1-yl)-propan-1-one). Solvent: C(C)O (ethanol). Conditions: time 10 minute. The product is C(C)(C)[Si](OC1=CC=C(C=C1)[C@H]([C@@H](C)N1CCC(CC1)(O)C1=CC(=CC(=C1)Br)Br)O)(C(C)C)C(C)C ((1R*,2R*)-1-(4-triisopropylsilyloxyphenyl)-2-(4-(3,5-dibromophenyl)-4-hydroxypiperidin-1-yl)-propan-1-ol). The yield is 84.1%. As a reaction SMILES: [BH4-].[Na+].[CH:3]([Si:6]([CH:36]([CH3:38])[CH3:37])([CH:33]([CH3:35])[CH3:34])[O:7][C:8]1[CH:13]=[CH:12][C:11]([C:14](=[O:32])[CH:15]([N:17]2[CH2:22][CH2:21][C:20]([C:24]3[CH:29]=[C:28]([Br:30])[CH:27]=[C:26]([Br:31])[CH:25]=3)([OH:23])[CH2:19][CH2:18]2)[CH3:16])=[CH:10][CH:9]=1)([CH3:5])[CH3:4]>C(O)C>[CH:36]([Si:6]([CH:3]([CH3:5])[CH3:4])([CH:33]([CH3:35])[CH3:34])[O:7][C:8]1[CH:13]=[CH:12][C:11]([C@@H:14]([OH:32])[C@H:15]([N:17]2[CH2:18][CH2:19][C:20]([C:24]3[CH:29]=[C:28]([Br:30])[CH:27]=[C:26]([Br:31])[CH:25]=3)([OH:23])[CH2:21][CH2:22]2)[CH3:16])=[CH:10][CH:9]=1)([CH3:38])[CH3:37] |f:0.1|. Procedure: An ice cold mixture of sodium borohydride (0.21 g, 5.56 mmol) and ethanol (50 mL) was stirred 10 min and then 1-(4-triisopropylsilyloxyphenyl)-2-(4-(3,5-dibromophenyl)-4-hydroxypiperidin-1-yl)-propan-1-one (3.55 g, 5.56 mmol in 50 mL of ethanol) was added dropwise over 15 min. The reaction was allowed to warm to ambient temperature and stir overnight. Additional sodium borohydride (0.10 g) was added and the reaction was stirred 6 h more. The white precipitate was collected and rinsed with ethano...